This data is from the Open Reaction Database (ORD), a public repository of structured organic reaction records. The task is: describe an organic reaction: reactants, conditions, products, and yield Starting materials: N1C(C=CC=C1)=O (pyridin-2(1H)-one), C(C1=CC=CC=C1)NC(=O)C1=C(N=C(S1)Br)C (N-benzyl-2-bromo-4-methylthiazole-5-carboxamide). Product: C(C1=CC=CC=C1)NC(=O)C1=C(N=C(S1)N1C(C=CC=C1)=O)C (N-Benzyl-4-methyl-2-(2-oxopyridin-1(2H)-yl)thiazole-5-carboxamide). Yield: 48.0%. Reaction SMILES: [NH:1]1[CH:6]=[CH:5][CH:4]=[CH:3][C:2]1=[O:7].[CH2:8]([NH:15][C:16]([C:18]1[S:22][C:21](Br)=[N:20][C:19]=1[CH3:24])=[O:17])[C:9]1[CH:14]=[CH:13][CH:12]=[CH:11][CH:10]=1>>[CH2:8]([NH:15][C:16]([C:18]1[S:22][C:21]([N:1]2[CH:6]=[CH:5][CH:4]=[CH:3][C:2]2=[O:7])=[N:20][C:19]=1[CH3:24])=[O:17])[C:9]1[CH:10]=[CH:11][CH:12]=[CH:13][CH:14]=1. Procedure: Following the procedure as described in Example 3, making variations only as required to use pyridin-2(1H)-one in place of 4-aminopyridin-2(1H)-one to react with N-benzyl-2-bromo-4-methylthiazole-5-carboxamide, the title compound was obtained as a colorless solid in 48% yield: mp 180-182° C. (hexane/ethyl acetate); 1H NMR (300 MHz, CDCl3) δ 8.83 (t, J=5.9 Hz, 1H), 8.71 (dd, J=7.3, 1.7 Hz, 1H), 7.65-7.59 (m, 1H), 7.37-7.18 (m, 5H), 6.74 (d, J=9.3 Hz, 1H), 6.60-6.55 (m, 1H), 4.39 (d, J=5.9 Hz, 2H)...